The task is: describe an organic reaction: reactants, conditions, products, and yield. This data is from the Open Reaction Database (ORD), a public repository of structured organic reaction records. The reactants are BrC1=CC=C(S1)C1=NC(=NC=C1)NC1CC(NC(C1)(C)C)(C)C ([4-(5-Bromo-thiophen-2-yl)-pyrimidin-2-yl]-(2,2,6,6-tetramethyl-piperidin-4-yl)-amine), CC(C)(C)[O-].[Na+] (NaOtBu), R-(+)-BINAP, C(C)OC(=O)N1CCNCC1 (N-ethoxycarbonylpiperazine). The reagents and catalysts are CC(=O)[O-].CC(=O)[O-].[Pd+2] (Pd(OAc)2). Run in O1CCOCC1 (1,4-dioxan). Product: C(C)OC(=O)N1CCN(CC1)C=1SC(=CC1)C1=NC(=NC=C1)NC1CC(NC(C1)(C)C)(C)C (4-{5-[2-(2,2,6,6-Tetramethyl-piperidin-4-ylamino)-pyrimidin-4-yl]-thiophen-2-yl}-piperazine-1-carboxylic acid ethyl ester). Reaction SMILES: Br[C:2]1[S:6][C:5]([C:7]2[CH:12]=[CH:11][N:10]=[C:9]([NH:13][CH:14]3[CH2:19][C:18]([CH3:21])([CH3:20])[NH:17][C:16]([CH3:23])([CH3:22])[CH2:15]3)[N:8]=2)=[CH:4][CH:3]=1.CC([O-])(C)C.[Na+].[CH2:30]([O:32][C:33]([N:35]1[CH2:40][CH2:39][NH:38][CH2:37][CH2:36]1)=[O:34])[CH3:31]>O1CCOCC1.CC([O-])=O.CC([O-])=O.[Pd+2]>[CH2:30]([O:32][C:33]([N:35]1[CH2:36][CH2:37][N:38]([C:2]2[S:6][C:5]([C:7]3[CH:12]=[CH:11][N:10]=[C:9]([NH:13][CH:14]4[CH2:19][C:18]([CH3:21])([CH3:20])[NH:17][C:16]([CH3:23])([CH3:22])[CH2:15]4)[N:8]=3)=[CH:4][CH:3]=2)[CH2:39][CH2:40]1)=[O:34])[CH3:31] |f:1.2,5.6.7|. Procedure details: [4-(5-Bromo-thiophen-2-yl)-pyrimidin-2-yl]-(2,2,6,6-tetramethyl-piperidin-4-yl)-amine (Step C of Example 5, 198 mg, 0.5 mmol), NaOtBu (53 mg, 0.55 mmol), R-(+)-BINAP (6.2 mg, 0.01 mmol), Pd(OAc)2 (6.2 mg, 0.027 mol) and N-ethoxycarbonylpiperazine (158 mg, 1.0 mmol) were refluxed in 1,4-dioxan for 18 hours. The reaction mixture was poured on water and extracted three times with EtOAc. The combined organic phases were dried over sodium sulfate, filtered, and purified via chromatography on silicage... Reactants: C(CCC)C=1N(C=C(C1)CCC(=O)OC)CC1=CC=C(C=C1)C1=C(C=CC=C1)C#N (methyl 3-[2-(n-butyl)-1-(2"-cyanobiphenyl-4'-ylmethyl)pyrrol-4-yl]propionate), [OH-].[Na+] (sodium hydroxide), CO (methanol), Cl (hydrochloric acid). The product is C(CCC)C=1N(C=C(C1)C(C(=O)O)C)CC1=CC=C(C=C1)C1=C(C=CC=C1)C#N ((2-(n-butyl)-1-(2"-cyanobiphenyl-4'-ylmethyl)pyrrol-4-yl]propionic acid). Run at temperature 0 celsius. Procedure details: To a solution of methyl 3-[2-(n-butyl)-1-(2"-cyanobiphenyl-4'-ylmethyl)pyrrol-4-yl]propionate (AG) (5.8 g) (prepared, e.g., as described in Preparation 23), in methanol (100 ml) was added 10% sodium hydroxide solution (35 ml), and the resulting solution was gently heated under reflux for 4 hours. After cooling to 0° C., the solution was acidified to pH 6 with hydrochloric acid solution (6N), and the product thoroughly extracted into methylene chloride. The combined methylene chloride extracts we... RXN SMILES: [CH2:1]([C:5]1[N:6]([CH2:16][C:17]2[CH:22]=[CH:21][C:20]([C:23]3[CH:28]=[CH:27][CH:26]=[CH:25][C:24]=3[C:29]#[N:30])=[CH:19][CH:18]=2)[CH:7]=[C:8]([CH2:10][CH2:11]C(OC)=O)[CH:9]=1)[CH2:2][CH2:3][CH3:4].[OH-:31].[Na+].Cl.[CH3:34][OH:35]>>[CH2:1]([C:5]1[N:6]([CH2:16][C:17]2[CH:18]=[CH:19][C:20]([C:23]3[CH:28]=[CH:27][CH:26]=[CH:25][C:24]=3[C:29]#[N:30])=[CH:21][CH:22]=2)[CH:7]=[C:8]([CH:10]([CH3:11])[C:34]([OH:35])=[O:31])[CH:9]=1)[CH2:2][CH2:3][CH3:4] |f:1.2|. Reactants: FC1=C(CN)C=CC=C1F (2,3-difluorobenzylamine), CCN(C(C)C)C(C)C (DIEA), ClC=1N=NC(=C(N1)Cl)Cl (3,5,6-Trichloro-1,2,4-triazine). Solvent: CCOC(=O)C (EtOAc), CN1CCCC1=O (NMP). Yields the product ClC=1N=NC(=C(N1)NCC1=C(C(=CC=C1)F)F)Cl (3,6-dichloro-N-(2,3-difluorobenzyl)-1,2,4-triazin-5-amine). RXN SMILES: [Cl:1][C:2]1[N:3]=[N:4][C:5]([Cl:9])=[C:6](Cl)[N:7]=1.[F:10][C:11]1[C:18]([F:19])=[CH:17][CH:16]=[CH:15][C:12]=1[CH2:13][NH2:14].CCN(C(C)C)C(C)C>CN1C(=O)CCC1.CCOC(C)=O>[Cl:1][C:2]1[N:3]=[N:4][C:5]([Cl:9])=[C:6]([NH:14][CH2:13][C:12]2[CH:15]=[CH:16][CH:17]=[C:18]([F:19])[C:11]=2[F:10])[N:7]=1. Procedure: 3,5,6-Trichloro-1,2,4-triazine (520 mg, 2.8 mmol) was dissolved in 5 mL NMP. To it was added 2,3-difluorobenzylamine (0.36 mL, 3.1 mmol) and DIEA (0.54 mL, 3.1 mmol). The mixture was stirred at RT for 20 m. It was diluted with EtOAc, washed with brine twice, dried over MgSO4, concentrated in vacuo, and subjected to flash column to afford 3,6-dichloro-N-(2,3-difluorobenzyl)-1,2,4-triazin-5-amine. Reactants: NC1C(N(CC(SC1)C=1OC=CC1)CC(=O)OC(C)(C)C)=O (t-butyl α-[6-amino-2-(2-furyl)-5-oxoperhydro-1,4-thiazepin-4-yl]acetate), BrC(C(=O)OCC)CCC1=CC=CC=C1 (ethyl 2-bromo-4-phenylbutyrate). Yields the product C(C)OC(=O)C(CCC1=CC=CC=C1)NC1C(N(CC(SC1)C=1OC=CC1)CC(=O)OC(C)(C)C)=O (t-Butyl α-[6-(1-ethoxycarbonyl-3-phenylpropylamino)-2-(2-furyl)-5-oxoperhydro-1,4-thiazepin-4-yl]acetate). RXN SMILES: [NH2:1][CH:2]1[CH2:8][S:7][CH:6]([C:9]2[O:10][CH:11]=[CH:12][CH:13]=2)[CH2:5][N:4]([CH2:14][C:15]([O:17][C:18]([CH3:21])([CH3:20])[CH3:19])=[O:16])[C:3]1=[O:22].Br[CH:24]([CH2:30][CH2:31][C:32]1[CH:37]=[CH:36][CH:35]=[CH:34][CH:33]=1)[C:25]([O:27][CH2:28][CH3:29])=[O:26]>>[CH2:28]([O:27][C:25]([CH:24]([NH:1][CH:2]1[CH2:8][S:7][CH:6]([C:9]2[O:10][CH:11]=[CH:12][CH:13]=2)[CH2:5][N:4]([CH2:14][C:15]([O:17][C:18]([CH3:19])([CH3:21])[CH3:20])=[O:16])[C:3]1=[O:22])[CH2:30][CH2:31][C:32]1[CH:33]=[CH:34][CH:35]=[CH:36][CH:37]=1)=[O:26])[CH3:29]. Procedure details: Following the procedure described in Example 42(h), 0.40 g of t-butyl α-[6-amino-2-(2-furyl)-5-oxoperhydro-1,4-thiazepin-4-yl]acetate [prepared as described in step (f) above] was N-alkylated using 0.68 g of ethyl 2-bromo-4-phenylbutyrate. The resulting product was subjected to silica gel column chromatography eluted with a 1:20 by volume mixture of ethyl acetate and methylene chloride, to separate it into two isomers, A and B, (ascribed to the asymmetric carbon atom to which the phenethyl group... The reactants are BrC(C(=O)O)C (2-bromopropanoic acid), C(C1=CC=CC=C1)O (benzyl alcohol). Reagents/catalysts: O.C1(=CC=C(C=C1)S(=O)(=O)O)C (p-toluenesulphonic acid monohydrate). Solvent: C1CCCCC1 (cyclohexane). The product is BrC(C(=O)OCC1=CC=CC=C1)C (benzyl 2-bromopropanoate). Yield: 104.5%. As a reaction SMILES: [Br:1][CH:2]([CH3:6])[C:3]([OH:5])=[O:4].[CH2:7](O)[C:8]1[CH:13]=[CH:12][CH:11]=[CH:10][CH:9]=1>C1CCCCC1.O.C1(C)C=CC(S(O)(=O)=O)=CC=1>[Br:1][CH:2]([CH3:6])[C:3]([O:5][CH2:7][C:8]1[CH:13]=[CH:12][CH:11]=[CH:10][CH:9]=1)=[O:4] |f:3.4|. Procedure: A mixture of 2-bromopropanoic acid (15.3 g; 100 mmol), benzyl alcohol (13.0 g; 120 mmol) and p-toluenesulphonic acid monohydrate (50 mg) in cyclohexane (200 mL) was refluxed in a Dean-Stark apparatus for 19 h. The reaction mixture was cooled to ambient temperature, washed with saturated NaHCO3 solution (1×30 mL), water (1×30 mL) and saturated NaCl solution (1×30 mL). After drying (MgSO4), filtration, and evaporation, the residue was vacuum-distilled. 25.4 g (87%) product was obtained (colourless...